From a dataset of the Open Reaction Database (ORD), a public repository of structured organic reaction records. describe an organic reaction: reactants, conditions, products, and yield Reactants: OC1=CC=C(C=C1)C1=CC(C=2C(=NC=CC2)O1)=O (2-(4-hydroxy-phenyl)-pyrano[2,3-b]pyridin-4-one), CC(=O)OC(=O)C (Ac2O), O (water). The reagents and catalysts are CN(C)C=1C=CN=CC1 (DMAP). The solvent is N1=CC=CC=C1 (pyridine). Product: C(C)(=O)OC1=CC=C(C=C1)C1=CC(C=2C(=NC=CC2)O1)=O (2-(4-acetoxyphenyl)-pyrano[2,3-b]pyridin-4-one). The yield is 52.7%. RXN SMILES: [OH:1][C:2]1[CH:7]=[CH:6][C:5]([C:8]2[O:17][C:12]3=[N:13][CH:14]=[CH:15][CH:16]=[C:11]3[C:10](=[O:18])[CH:9]=2)=[CH:4][CH:3]=1.[CH3:19][C:20](OC(C)=O)=[O:21].O>CN(C1C=CN=CC=1)C.N1C=CC=CC=1>[C:20]([O:1][C:2]1[CH:3]=[CH:4][C:5]([C:8]2[O:17][C:12]3=[N:13][CH:14]=[CH:15][CH:16]=[C:11]3[C:10](=[O:18])[CH:9]=2)=[CH:6][CH:7]=1)(=[O:21])[CH3:19]. Reported procedure: In a 50 mL round-bottomed flask fitted with condenser and magnetic stirrer were placed 2-(4-hydroxy-phenyl)-pyrano[2,3-b]pyridin-4-one (1.5 g, 6.27 mmol), Ac2O (700 mg, 6.89 mmol) and a catalytic amount of DMAP (50 mg) in pyridine (10 mL) and the reaction mixture was stirred for 16 h at rt. The reaction mixture was poured into water and extracted with ethyl acetate. The organic layer washed with water, dried and concentrated to give a 2-(4-acetoxyphenyl)-pyrano[2,3-b]pyridin-4-one (930 mg, 53%).... The reactants are ClC1=CC=C(S1)C(=O)NCC=1N=CN(C1)C1=CC=C(C=C1)I (5-chloro-N-((1-(4-iodophenyl)-1H-imidazol-4-yl)methyl)thiophene-2-carboxamide), FC=1C=CC(=NC1)O (5-fluoro-2-hydroxypyridine), OC=1C=CC=C2C=CC=NC12 (8-hydroxyquinoline), C(=O)([O-])[O-].[K+].[K+] (K2CO3). The reagents and catalysts are [Cu]I (CuI). Run in CS(=O)C (DMSO). Run at temperature 130 celsius. Yields the product ClC1=CC=C(S1)C(=O)NCC=1N=CN(C1)C1=CC=C(C=C1)N1C(C=CC(=C1)F)=O (5-chloro-N-((1-(4-(5-fluoro-2-oxopyridin-1(2H)-yl)phenyl)-1H-imidazol-4-yl)methyl)thiophene-2-carboxamide). Yield: 9.3%. RXN SMILES: [Cl:1][C:2]1[S:6][C:5]([C:7]([NH:9][CH2:10][C:11]2[N:12]=[CH:13][N:14]([C:16]3[CH:21]=[CH:20][C:19](I)=[CH:18][CH:17]=3)[CH:15]=2)=[O:8])=[CH:4][CH:3]=1.[F:23][C:24]1[CH:25]=[CH:26][C:27]([OH:30])=[N:28][CH:29]=1.OC1C=CC=C2C=1N=CC=C2.C([O-])([O-])=O.[K+].[K+]>CS(C)=O.[Cu]I>[Cl:1][C:2]1[S:6][C:5]([C:7]([NH:9][CH2:10][C:11]2[N:12]=[CH:13][N:14]([C:16]3[CH:21]=[CH:20][C:19]([N:28]4[CH:29]=[C:24]([F:23])[CH:25]=[CH:26][C:27]4=[O:30])=[CH:18][CH:17]=3)[CH:15]=2)=[O:8])=[CH:4][CH:3]=1 |f:3.4.5|. Procedure: A mixture of 5-chloro-N-((1-(4-iodophenyl)-1H-imidazol-4-yl)methyl)thiophene-2-carboxamide 1-6 (66 mg, 0.15 mmol), 5-fluoro-2-hydroxypyridine (46 mg, 0.40 mmol), 8-hydroxyquinoline (10 mg, 0.069 mmol) and K2CO3 (50 mg, 0.36 mmol) in DMSO (1 mL) was degassed with Ar before being charged with CuI (15 mg, 0.079 mmol). The mixture in a sealed tube was heated at 130° C. overnight. The mixture was then purified by HPLC to give the titled compound (6 mg). MS 429.0 and 431.0 (M+H, Cl pattern).